Dataset: the Open Reaction Database (ORD), a public repository of structured organic reaction records. Task: describe an organic reaction: reactants, conditions, products, and yield Starting materials: CCCC[N+](CCCC)(CCCC)CCCC, Cc1ccccc1, Sc1ccc(Cl)cc1, ClCc1ccc(Cl)cc1, [Na+], [OH-], O, O=S(=O)([O-])O. Product: Clc1ccc(CSc2ccc(Cl)cc2)cc1. As a reaction SMILES: [CH2:32]([N+:33]([CH2:34][CH2:35][CH2:36][CH3:37])([CH2:38][CH2:39][CH2:40][CH3:41])[CH2:42][CH2:43][CH2:44][CH3:45])[CH2:46][CH2:47][CH3:48].[CH3:18][c:19]1[cH:20][cH:21][cH:22][cH:23][cH:24]1.[Cl:1][c:2]1[cH:3][cH:4][c:5]([SH:8])[cH:6][cH:7]1.[Cl:9][c:10]1[cH:11][cH:12][c:13]([CH2:14][Cl:15])[cH:16][cH:17]1.[Na+:26].[OH-:25].[OH2:49].[S:27]([O-:28])([OH:29])(=[O:30])=[O:31]>>[Cl:1][c:2]1[cH:3][cH:4][c:5]([S:8][CH2:14][c:13]2[cH:12][cH:11][c:10]([Cl:9])[cH:17][cH:16]2)[cH:6][cH:7]1. Reactants: C1CCOC1, CCCC(NC1CCc2cc(F)cc(F)c2C1)C(=O)OC, [Li+], [OH-], O. The product is CCCC(NC1CCc2cc(F)cc(F)c2C1)C(=O)O. RXN SMILES: [CH2:24]1[O:25][CH2:26][CH2:27][CH2:28]1.[CH3:1][O:2][C:3]([CH:4]([CH2:5][CH2:6][CH3:7])[NH:8][CH:9]1[CH2:10][c:11]2[c:12]([F:20])[cH:13][c:14]([F:19])[cH:15][c:16]2[CH2:17][CH2:18]1)=[O:21].[Li+:23].[OH-:22].[OH2:29]>>[O:2]=[C:3]([CH:4]([CH2:5][CH2:6][CH3:7])[NH:8][CH:9]1[CH2:10][c:11]2[c:12]([F:20])[cH:13][c:14]([F:19])[cH:15][c:16]2[CH2:17][CH2:18]1)[OH:21].